From a dataset of the Open Reaction Database (ORD), a public repository of structured organic reaction records. describe an organic reaction: reactants, conditions, products, and yield Reported procedure: 60 ml (0.60 mol) of 10N sodium hydroxide solution are added dropwise to a suspension containing 57 g (0.30 mol) of 4-carbamoylmercaptomethyl-2(3H)-thiazolone [compound of the formula (Ib)] in 150 ml of water and 90 ml of ethanol under stirring while bubbling an inert gas through the mixture. After 5 minutes, 17.5 g (0.33 mol) of acrylnitrile are added dropwise to the resulting solution at 25° to 30° C. The mixture is stirred for an additional 4 hours, then filtered to obtain a sharply clear solu... Reaction SMILES: [OH-].[Na+].[C:3]([S:6][CH2:7][C:8]1[NH:9][C:10](=[O:13])[S:11][CH:12]=1)(=O)N.C(O)C.[C:17](#[N:20])[CH:18]=C>O.C(O)(=O)C>[C:17]([CH2:18][CH2:3][S:6][CH2:7][C:8]1[NH:9][C:10](=[O:13])[S:11][CH:12]=1)#[N:20] |f:0.1|. Product: C(#N)CCSCC=1NC(SC1)=O (4-(2-cyanoethyl)thiomethyl-2(3H)-thiazolone). Run at time 5 minute. The reactants are [OH-].[Na+] (sodium hydroxide), C(N)(=O)SCC=1NC(SC1)=O (4-carbamoylmercaptomethyl-2(3H)-thiazolone), C(C=C)#N (acrylnitrile), C(C)O (ethanol). Solvent: O (water), C(C)(=O)O (acetic acid). Isolated yield 76.2%.